From a dataset of the Open Reaction Database (ORD), a public repository of structured organic reaction records. describe an organic reaction: reactants, conditions, products, and yield Solvent: C(C)O (ethanol), O (water), C(C)O (ethanol), O (water). Reaction SMILES: [CH2:1]([O:5][C:6]1[CH:13]=[CH:12][C:9]([CH:10]=O)=[CH:8][CH:7]=1)[CH:2]1[O:4][CH2:3]1.[C:14]1(=[O:19])[CH2:18][CH2:17][CH2:16][CH2:15]1.[OH-:20].[Na+]>C(O)C.O>[CH2:1]([O:5][C:6]1[CH:13]=[CH:12][C:9]([CH:10]=[C:15]2[CH2:16][CH2:17][C:18](=[CH:10][C:9]3[CH:12]=[CH:13][C:6]([O:20][CH2:1][CH:2]4[O:4][CH2:3]4)=[CH:7][CH:8]=3)[C:14]2=[O:19])=[CH:8][CH:7]=1)[CH:2]1[O:4][CH2:3]1 |f:2.3|. Procedure details: A solution of p-glycidyloxybenzaldehyde (40 g; prepared according to Method A) and cyclopentanone (9.4 g) in ethanol (40 g) was added over 1 hour to a stirred solution of sodium hydroxide (2.25 g) in a mixture of water (45 g) and ethanol (40 g), keeping the temperature at 25° to 30° C. On complete addition the mixture was stirred at 25° to 30° C. for a further 30 minutes, then water (100 g) was added and the mixture was stirred for 15 minutes. The precipitate was filtered off, washed with water ... Run at time 30 minute. Reactants: C(C1CO1)OC1=CC=C(C=O)C=C1 (p-glycidyloxybenzaldehyde), C1(CCCC1)=O (cyclopentanone), [OH-].[Na+] (sodium hydroxide). The product is C(C1CO1)OC1=CC=C(C=C1)C=C1C(C(CC1)=CC1=CC=C(C=C1)OCC1CO1)=O (1,3-bis(p-glycidyloxyphenylmethylidene)cyclopentan-2-one). Starting materials: N#N (N2), C(C)(C)(C)OC(CC1=CC(=CC=C1)C1(OCCO1)C)=O ([3-(2-methyl-[1,3]dioxolan-2-yl)-phenyl]-acetic acid tert-butyl ester). The solvent is C(=O)(C(F)(F)F)O (TFA). The product is C(C)(=O)C=1C=C(C=CC1)CC(=O)O ((3-Acetyl-phenyl)-acetic acid). As a reaction SMILES: N#N.C([O:7][C:8](=[O:22])[CH2:9][C:10]1[CH:15]=[CH:14][CH:13]=[C:12]([C:16]2([CH3:21])OCC[O:17]2)[CH:11]=1)(C)(C)C>C(O)(C(F)(F)F)=O>[C:16]([C:12]1[CH:11]=[C:10]([CH2:9][C:8]([OH:22])=[O:7])[CH:15]=[CH:14][CH:13]=1)(=[O:17])[CH3:21]. Procedure: In a flame dried round-bottomed flask equipped with a magnetic stir bar and under inert atmosphere (N2), a solution of [3-(2-methyl-[1,3]dioxolan-2-yl)-phenyl]-acetic acid tert-butyl ester (268 mg, 0.96 mmol) in TFA (3.89 mL) was stirred for 45 min at rt. The solvent was removed under reduced pressure and the residue was partitioned between CH2Cl2 (25 mL) and 1N NaOH (10 mL). The layers were separated and the aq. layer was acidified with 1N HCl and extracted twice with CH2Cl2 (25 mL). The combin... Starting materials: [Cl-].[Al+3].[Cl-].[Cl-] (aluminum chloride), C1(=CC=CC=C1)C(C1=CC=CC=C1)OC(=O)C1=C(CS[C@H]2N1C([C@H]2NC(\C(=N/OCC(=O)OC(C2=CC=CC=C2)C2=CC=CC=C2)\C=2N=C(SC2)NC(C2=CC=CC=C2)(C2=CC=CC=C2)C2=CC=CC=C2)=O)=O)SC(SC=2N=NNC2)C(C2=CC=CC=C2)(C2=CC=CC=C2)C2=CC=CC=C2 (7β-[(Z)-2-(2-tritylaminothiazol-4-yl)-2-(diphenylmethoxycarbonylmethoxyimino)acetamido]-3-(trityl-1,2,3-triazol-4-ylthio-methylthio)-3-cephem-4-carboxylic acid diphenylmethyl ester), C(O)([O-])=O.[Na+] (sodium hydrogen carbonate). Run in C1(=CC=CC=C1)OC (anisole), Cl (hydrochloric acid), O (water), C(=O)O (formic acid), O (water). Run at time 3 hour. Yields the product [Na+].NC=1SC=C(N1)/C(/C(=O)N[C@H]1[C@@H]2N(C(=C(CS2)SCSC=2N=NNC2)C(=O)[O-])C1=O)=N/OCC(=O)O[Na] (7β-[(Z)-2-(2-aminothiazol-4-yl)-2-(sodiooxycarbonylmethoxyimino)acetamido]-3-(1,2,3-triazol-4-ylthiomethylthio)-3-cephem-4-carboxylic acid sodium salt). Isolated yield 26.0%. As a reaction SMILES: C1(C([O:14][C:15]([C:17]2[N:22]3[C:23](=[O:73])[C@@H:24]([NH:25][C:26](=[O:72])/[C:27](/[C:47]4[N:48]=[C:49]([NH:52]C(C5C=CC=CC=5)(C5C=CC=CC=5)C5C=CC=CC=5)[S:50][CH:51]=4)=[N:28]\[O:29][CH2:30][C:31]([O:33]C(C4C=CC=CC=4)C4C=CC=CC=4)=[O:32])[C@H:21]3[S:20][CH2:19][C:18]=2[S:74][CH:75](C(C2C=CC=CC=2)(C2C=CC=CC=2)C2C=CC=CC=2)[S:76][C:77]2[N:78]=[N:79][NH:80][CH:81]=2)=[O:16])C2C=CC=CC=2)C=CC=CC=1.[Cl-].[Al+3].[Cl-].[Cl-].C(=O)([O-])O.[Na+:109]>C(O)=O.O.C1(OC)C=CC=CC=1.Cl>[Na+:109].[NH2:52][C:49]1[S:50][CH:51]=[C:47](/[C:27](=[N:28]/[O:29][CH2:30][C:31]([O:33][Na:109])=[O:32])/[C:26]([NH:25][C@@H:24]2[C:23](=[O:73])[N:22]3[C:17]([C:15]([O-:14])=[O:16])=[C:18]([S:74][CH2:75][S:76][C:77]4[N:78]=[N:79][NH:80][CH:81]=4)[CH2:19][S:20][C@H:21]23)=[O:72])[N:48]=1 |f:1.2.3.4,5.6,11.12|. Procedure: A solution of 7β-[(Z)-2-(2-tritylaminothiazol-4-yl)-2-(diphenylmethoxycarbonylmethoxyimino)acetamido]-3-(trityl-1,2,3-triazol-4-ylthio-methylthio)-3-cephem-4-carboxylic acid diphenylmethyl ester (1.04 g: 0.749 mMol.) in a mixture of 98% formic acid (16 ml) and water (0.8 ml) is stirred at room temperature for 3 hours. The reaction mixture is concentrated. The residue is washed with ether, filtered, end dried. To a solution of this residue in a mixture of anisole (2 ml) and nitro- methane (8 ml) ... Reactants: [BH3-]C#N, CN(CC(O)CN)c1ccccc1, CO, [Na+], CC(=O)COc1ccc(CC2SC(=O)NC2=O)cc1. Yields the product CC(COc1ccc(CC2SC(=O)NC2=O)cc1)NCC(O)CN(C)c1ccccc1. Reaction SMILES: [C:33]([BH3-:34])#[N:35].[CH3:1][N:2]([c:3]1[cH:4][cH:5][cH:6][cH:7][cH:8]1)[CH2:9][CH:10]([CH2:11][NH2:12])[OH:13].[CH3:37][OH:38].[Na+:36].[O:14]=[C:15]([CH2:16][O:17][c:18]1[cH:19][cH:20][c:21]([CH2:22][CH:23]2[C:24](=[O:29])[NH:25][C:26](=[O:28])[S:27]2)[cH:30][cH:31]1)[CH3:32]>>[CH3:1][N:2]([c:3]1[cH:4][cH:5][cH:6][cH:7][cH:8]1)[CH2:9][CH:10]([CH2:11][NH:12][CH:15]([CH2:16][O:17][c:18]1[cH:19][cH:20][c:21]([CH2:22][CH:23]2[C:24](=[O:29])[NH:25][C:26](=[O:28])[S:27]2)[cH:30][cH:31]1)[CH3:32])[OH:13]. The reactants are N#Cc1ccc(Br)nc1, CC(C)(C)OC(=O)CBr, C1CCOC1, [Cl-], I, [NH4+], [Zn], c1ccc(P(c2ccccc2)(c2ccccc2)[Pd](P(c2ccccc2)(c2ccccc2)c2ccccc2)(P(c2ccccc2)(c2ccccc2)c2ccccc2)P(c2ccccc2)(c2ccccc2)c2ccccc2)cc1. Yields the product CC(C)(C)OC(=O)Cc1ccc(C#N)cn1. As a reaction SMILES: [Br:11][c:12]1[cH:13][cH:14][c:15]([C:18]#[N:19])[cH:16][n:17]1.[Br:2][CH2:3][C:4](=[O:5])[O:6][C:7]([CH3:8])([CH3:9])[CH3:10].[CH2:20]1[O:21][CH2:22][CH2:23][CH2:24]1.[Cl-:25].[I:1].[NH4+:26].[Zn:27].[cH:28]1[cH:29][cH:30][c:31]([P:32]([Pd:33]([P:34]([c:35]2[cH:36][cH:37][cH:38][cH:39][cH:40]2)([c:41]2[cH:42][cH:43][cH:44][cH:45][cH:46]2)[c:47]2[cH:48][cH:49][cH:50][cH:51][cH:52]2)([P:53]([c:54]2[cH:55][cH:56][cH:57][cH:58][cH:59]2)([c:60]2[cH:61][cH:62][cH:63][cH:64][cH:65]2)[c:66]2[cH:67][cH:68][cH:69][cH:70][cH:71]2)[P:72]([c:73]2[cH:74][cH:75][cH:76][cH:77][cH:78]2)([c:79]2[cH:80][cH:81][cH:82][cH:83][cH:84]2)[c:85]2[cH:86][cH:87][cH:88][cH:89][cH:90]2)([c:91]2[cH:92][cH:93][cH:94][cH:95][cH:96]2)[c:97]2[cH:98][cH:99][cH:100][cH:101][cH:102]2)[cH:103][cH:104]1>>[CH2:3]([C:4](=[O:5])[O:6][C:7]([CH3:8])([CH3:9])[CH3:10])[c:12]1[cH:13][cH:14][c:15]([C:18]#[N:19])[cH:16][n:17]1. Reactants: [Si](C)(C)(C(C)(C)C)OCC1=CN=CN1C(CC(=O)OC)C1=CC=C(C=C1)C#N (methyl 3-[5-(t-butyl-dimethylsilanyloxymethyl)-imidazole-1-yl]-3-(4-cyanophenyl)-propionate), C1(=CC=C(C=C1)S(=O)(=O)O)C (p-toluenesulfonic acid). Solvent: CO (MeOH). Product: OCC1=CN=CN1C(CC(=O)OC)C1=CC=C(C=C1)C#N (methyl 3-[5-(hydroxymethyl)-imidazol-1-yl]-3-(4-cyano-phenyl)-propionate). As a reaction SMILES: [Si]([O:8][CH2:9][C:10]1[N:14]([CH:15]([C:21]2[CH:26]=[CH:25][C:24]([C:27]#[N:28])=[CH:23][CH:22]=2)[CH2:16][C:17]([O:19][CH3:20])=[O:18])[CH:13]=[N:12][CH:11]=1)(C(C)(C)C)(C)C.C1(C)C=CC(S(O)(=O)=O)=CC=1>CO>[OH:8][CH2:9][C:10]1[N:14]([CH:15]([C:21]2[CH:22]=[CH:23][C:24]([C:27]#[N:28])=[CH:25][CH:26]=2)[CH2:16][C:17]([O:19][CH3:20])=[O:18])[CH:13]=[N:12][CH:11]=1. Procedure details: The title A compound, methyl 3-[5-(t-butyl-dimethylsilanyloxymethyl)-imidazole-1-yl]-3-(4-cyanophenyl)-propionate (0.98 g, 2.46 mmol) and p-toluenesulfonic acid (0.55 g, 2.9 mmol) are stirred in MeOH (10 mL) at RT for 24 h. The reaction mixture is evaporated to an oil and partitioned between EtOAc and aqueous saturated sodium bicarbonate. The combined organic phases are dried over anhydrous sodium sulfate and removal of the solvent in vacuo yields methyl 3-[5-(hydroxymethyl)-imidazol-1-yl]-3-(4-... Reactants: CCOC(=O)COc1cc(F)c(C#N)cc1C(=O)NCc1cccc([N+](=O)[O-])c1, CO, ClCCl, C1COCCO1. The product is N#Cc1cc(C(=O)NCc2cccc([N+](=O)[O-])c2)c(OCC(=O)O)cc1F. As a reaction SMILES: [CH2:1]([CH3:2])[O:3][C:4]([CH2:5][O:6][c:7]1[c:8]([C:16]([NH:17][CH2:18][c:19]2[cH:20][c:21]([N+:25](=[O:26])[O-:27])[cH:22][cH:23][cH:24]2)=[O:28])[cH:9][c:10]([C:14]#[N:15])[c:11]([F:13])[cH:12]1)=[O:29].[CH3:30][OH:31].[Cl:38][CH2:39][Cl:40].[O:32]1[CH2:33][CH2:34][O:35][CH2:36][CH2:37]1>>[O:3]=[C:4]([CH2:5][O:6][c:7]1[c:8]([C:16]([NH:17][CH2:18][c:19]2[cH:20][c:21]([N+:25](=[O:26])[O-:27])[cH:22][cH:23][cH:24]2)=[O:28])[cH:9][c:10]([C:14]#[N:15])[c:11]([F:13])[cH:12]1)[OH:29]. The reactants are C(O)([O-])=O.[Na+] (sodium hydrogencarbonate), P12(=S)SP3(=S)SP(=S)(S1)SP(=S)(S2)S3 (Diphosphorus pentasulfide), C(=O)N (formamide), ClCC(=O)C=1N=CN2C1SC=C2 (7-Chloroacetylimidazo[5,1-b]thiazole). Solvent: ClCCl (dichloromethane), O (Water). Run at time 8 hour. The product is S1C=NC(=C1)C=1N=CN2C1SC=C2 (7-(thiazol-4-yl)imidazo[5,1-b]thiazole). As a reaction SMILES: P12(SP3(SP(SP(S3)(S1)=S)(=S)S2)=S)=[S:2].[CH:15]([NH2:17])=O.Cl[CH2:19][C:20]([C:22]1[N:23]=[CH:24][N:25]2[CH:29]=[CH:28][S:27][C:26]=12)=O.C(=O)([O-])O.[Na+]>ClCCl.O>[S:2]1[CH:19]=[C:20]([C:22]2[N:23]=[CH:24][N:25]3[CH:29]=[CH:28][S:27][C:26]=23)[N:17]=[CH:15]1 |f:3.4|. Reported procedure: Diphosphorus pentasulfide (846 mg) was added to 8.4 ml of formamide. The mixture was stirred at room temperature overnight. 7-Chloroacetylimidazo[5,1-b]thiazole (2.32 g) was added to the reaction solution. The mixture was stirred at room temperature for 15 hr. Water (20 ml) and 10 ml of dichloromethane were added thereto. The mixture was adjusted to pH 8.8 by gradually adding a sodium hydrogencarbonate powder. Extraction was carried out six times with 50 ml of dichloromethane. The organic layer ... Reactants: ClC1=CC(=C(C=C1Cl)N)N (4,5-Dichloro-1,2-phenylenediamine), C(C=O)(=O)O (glyoxylic acid). Solvent: CCO (EtOH). The product is ClC=1C=C2N=CC(NC2=CC1Cl)=O (6,7-dichloroquinoxalin-2-one). Yield: 90.4%. As a reaction SMILES: [Cl:1][C:2]1[C:7]([Cl:8])=[CH:6][C:5]([NH2:9])=[C:4]([NH2:10])[CH:3]=1.[C:11](O)(=O)[CH:12]=[O:13]>CCO>[Cl:1][C:2]1[CH:3]=[C:4]2[C:5](=[CH:6][C:7]=1[Cl:8])[NH:9][C:12](=[O:13])[CH:11]=[N:10]2. Procedure: 4,5-Dichloro-1,2-phenylenediamine (25 g, 141.2 mmol) was suspended in 780 ml EtOH, and 13 g (142.0 mmol) of glyoxylic acid (HO2CCOH/H2O) was added. The mixture was heated at reflux for 3 hours, and then cooled and filtered, yielding 27.45 g of 6,7-dichloroquinoxalin-2-one as a solid. The product (25 g, 116.3 mmol) and 230 ml (911.7 mmol) of phosphorus oxychloride (POCl3) were stirred at reflux (100° C.) for 3 hours. The mixture was cooled and ice/H2O added. The resulting brown/grey solid was fil...